From a dataset of the Open Reaction Database (ORD), a public repository of structured organic reaction records. describe an organic reaction: reactants, conditions, products, and yield Reactants: [BH4-], CO, Cl, O=CCOc1ccccc1C(F)(F)F, NCCNS(=O)(=O)c1cccc2c(Cl)nccc12, [Na+]. The product is O=S(=O)(NCCNCCOc1ccccc1C(F)(F)F)c1cccc2c(Cl)nccc12. RXN SMILES: [BH4-:34].[CH3:36][OH:37].[ClH:15].[F:1][C:2]([c:3]1[c:4]([O:5][CH2:6][CH:7]=[O:8])[cH:9][cH:10][cH:11][cH:12]1)([F:13])[F:14].[NH2:16][CH2:17][CH2:18][NH:19][S:20](=[O:21])(=[O:22])[c:23]1[c:24]2[cH:25][cH:26][n:27][c:28]([Cl:33])[c:29]2[cH:30][cH:31][cH:32]1.[Na+:35]>>[F:1][C:2]([c:3]1[c:4]([O:5][CH2:6][CH2:7][NH:16][CH2:17][CH2:18][NH:19][S:20](=[O:21])(=[O:22])[c:23]2[c:24]3[cH:25][cH:26][n:27][c:28]([Cl:33])[c:29]3[cH:30][cH:31][cH:32]2)[cH:9][cH:10][cH:11][cH:12]1)([F:13])[F:14]. The reactants are C(C1=CC=CC=C1)O (benzyl alcohol), C1(=CC=CC=C1)CC(=O)O (phenylacetic acid), N1=C(C=CC=C1C)C (2,6-lutidine), [I-].ClC1=[N+](C=CC=C1)C (2-chloro-1-methylpyridinium iodide). Run in C(Cl)Cl (CH2Cl2), C(Cl)Cl (CH2Cl2). Product: C1(=CC=CC=C1)CC(=O)OCC1=CC=CC=C1 (benzyl phenylacetate). Yield: 98.0%. RXN SMILES: [I-].ClC1C=CC=C[N+]=1C.[CH2:10]([OH:17])[C:11]1[CH:16]=[CH:15][CH:14]=[CH:13][CH:12]=1.[C:18]1([CH2:24][C:25](O)=[O:26])[CH:23]=[CH:22][CH:21]=[CH:20][CH:19]=1.N1C(C)=CC=CC=1C>C(Cl)Cl>[C:18]1([CH2:24][C:25]([O:17][CH2:10][C:11]2[CH:16]=[CH:15][CH:14]=[CH:13][CH:12]=2)=[O:26])[CH:23]=[CH:22][CH:21]=[CH:20][CH:19]=1 |f:0.1|. Procedure details: To a suspended CH2Cl2 (2 ml) solution of 2-chloro-1-methylpyridinium iodide (306 mg, 1.2 mmol) was added a mixture of benzyl alcohol (108 mg, 1.0 mmol), phenylacetic acid (136 mg, 1.0 mmol) and 2,6-lutidine (257 mg, 2.4 mmol) in CH2Cl2 (2 ml), and the resulting mixture was refluxed for 3 hours. After evaporation of the solvent, the residue was separated by silica gel column chromatography, and benzyl phenylacetate was isolated in 98% yield. Reactants: Cc1cc(I)c2c(C=O)c[nH]c2c1, [H-], CI, [Na+], CN(C)C=O. The product is Cc1cc(I)c2c(C=O)cn(C)c2c1. Reaction SMILES: [CH3:1][c:2]1[cH:3][c:4]([I:13])[c:5]2[c:6]([CH:11]=[O:12])[cH:7][nH:8][c:9]2[cH:10]1.[H-:15].[I:16][CH3:17].[Na+:14].[O:18]=[CH:19][N:20]([CH3:21])[CH3:22]>>[CH3:1][c:2]1[cH:3][c:4]([I:13])[c:5]2[c:6]([CH:11]=[O:12])[cH:7][n:8]([CH3:17])[c:9]2[cH:10]1. Reactants: COC1=C(C=CC=C1)C1=CC=C2C=NC(=NN21)OS(=O)(=O)C(F)(F)F (Trifluoro-methanesulfonic acid 7-(2-methoxy-phenyl)-pyrrolo[2,1-f][1,2,4]triazin-2-yl ester), NC1=CC=C2CCC(NC2=C1)=O (7-Amino-3,4-dihydro-1H-quinolin-2-one). Yields the product COC1=C(C=CC=C1)C1=CC=C2C=NC(=NN21)NC2=CC=C1CCC(NC1=C2)=O (7-[7-(2-Methoxy-phenyl)-pyrrolo[2,1-f][1,2,4]triazin-2-ylamino]-3,4-dihydro-1H-quinolin-2-one). Reaction SMILES: [CH3:1][O:2][C:3]1[CH:8]=[CH:7][CH:6]=[CH:5][C:4]=1[C:9]1[N:17]2[C:12]([CH:13]=[N:14][C:15](OS(C(F)(F)F)(=O)=O)=[N:16]2)=[CH:11][CH:10]=1.[NH2:26][C:27]1[CH:36]=[C:35]2[C:30]([CH2:31][CH2:32][C:33](=[O:37])[NH:34]2)=[CH:29][CH:28]=1>>[CH3:1][O:2][C:3]1[CH:8]=[CH:7][CH:6]=[CH:5][C:4]=1[C:9]1[N:17]2[C:12]([CH:13]=[N:14][C:15]([NH:26][C:27]3[CH:36]=[C:35]4[C:30]([CH2:31][CH2:32][C:33](=[O:37])[NH:34]4)=[CH:29][CH:28]=3)=[N:16]2)=[CH:11][CH:10]=1. Reported procedure: Trifluoro-methanesulfonic acid 7-(2-methoxy-phenyl)-pyrrolo[2,1-f][1,2,4]triazin-2-yl ester (0.080 g, 0.21 mmol) and 7-Amino-3,4-dihydro-1H-quinolin-2-one (0.043 g, 0.27 mmol) were reacted in an analogous manner to Example 908D at 50° C. for 16 h. Upon completion, the product was triturated and washed with acetone. LC/MS: 386 (M+H); HPLC: 2.920 minutes, 99% purity, MP: 310-313° C. 1H NMR (400 MHz, CDCl3 , 6, ppm): 8.56 (s, 1H), 7.97 (d, J=8.6 Hz, 1H), 7.65 (dd, J=7.8, 8.3 Hz, 1H), 7.47 (s, 1H), ... Reactants: COc1ccc(C(=O)O)cc1B(O)O, O=C([O-])[O-], [Cs+], [Cs+], CNC(=O)c1c(-c2ccc(F)cc2)oc2ccc(OS(=O)(=O)C(F)(F)F)c(F)c12, C1COCCO1, O, c1ccc(P(c2ccccc2)(c2ccccc2)[Pd](P(c2ccccc2)(c2ccccc2)c2ccccc2)(P(c2ccccc2)(c2ccccc2)c2ccccc2)P(c2ccccc2)(c2ccccc2)c2ccccc2)cc1. Product: CNC(=O)c1c(-c2ccc(F)cc2)oc2ccc(-c3cc(C(=O)O)ccc3OC)c(F)c12. Reaction SMILES: [B:36]([OH:37])([OH:38])[c:39]1[cH:40][c:41]([C:42](=[O:43])[OH:44])[cH:45][cH:46][c:47]1[O:48][CH3:49].[C:50](=[O:51])([O-:52])[O-:53].[Cs+:54].[Cs+:55].[F:1][C:2]([F:3])([F:4])[S:5]([O:6][c:7]1[cH:8][cH:9][c:10]2[c:11]([c:12]([C:22]([NH:23][CH3:24])=[O:25])[c:13](-[c:15]3[cH:16][cH:17][c:18]([F:21])[cH:19][cH:20]3)[o:14]2)[c:26]1[F:27])(=[O:28])=[O:29].[O:30]1[CH2:31][CH2:32][O:33][CH2:34][CH2:35]1.[OH2:133].[cH:56]1[cH:57][cH:58][c:59]([P:60]([Pd:61]([P:62]([c:63]2[cH:64][cH:65][cH:66][cH:67][cH:68]2)([c:69]2[cH:70][cH:71][cH:72][cH:73][cH:74]2)[c:75]2[cH:76][cH:77][cH:78][cH:79][cH:80]2)([P:81]([c:82]2[cH:83][cH:84][cH:85][cH:86][cH:87]2)([c:88]2[cH:89][cH:90][cH:91][cH:92][cH:93]2)[c:94]2[cH:95][cH:96][cH:97][cH:98][cH:99]2)[P:100]([c:101]2[cH:102][cH:103][cH:104][cH:105][cH:106]2)([c:107]2[cH:108][cH:109][cH:110][cH:111][cH:112]2)[c:113]2[cH:114][cH:115][cH:116][cH:117][cH:118]2)([c:119]2[cH:120][cH:121][cH:122][cH:123][cH:124]2)[c:125]2[cH:126][cH:127][cH:128][cH:129][cH:130]2)[cH:131][cH:132]1>>[c:7]1(-[c:39]2[cH:40][c:41]([C:42](=[O:43])[OH:44])[cH:45][cH:46][c:47]2[O:48][CH3:49])[cH:8][cH:9][c:10]2[c:11]([c:12]([C:22]([NH:23][CH3:24])=[O:25])[c:13](-[c:15]3[cH:16][cH:17][c:18]([F:21])[cH:19][cH:20]3)[o:14]2)[c:26]1[F:27]. The reactants are CN(C)P(c1ccccc1)N(C)C, Cc1ccccc1, CC(O)c1ccccc1C(C)O. Yields the product CC1OP(c2ccccc2)OC(C)c2ccccc21. Reaction SMILES: [CH3:13][N:14]([P:16]([N:15]([CH3:23])[CH3:24])[c:17]1[cH:18][cH:19][cH:20][cH:21][cH:22]1)[CH3:25].[CH3:26][c:27]1[cH:28][cH:29][cH:30][cH:31][cH:32]1.[OH:1][CH:2]([CH3:3])[c:4]1[c:5]([CH:10]([CH3:11])[OH:12])[cH:6][cH:7][cH:8][cH:9]1>>[O:1]1[CH:2]([CH3:3])[c:4]2[c:5]([cH:6][cH:7][cH:8][cH:9]2)[CH:10]([CH3:11])[O:12][P:16]1[c:17]1[cH:18][cH:19][cH:20][cH:21][cH:22]1. Starting materials: Cl (hydrochloride), C(=O)C=1C=NNC1C(=O)OCC (ethyl 4-formyl-1H-pyrazole-5-carboxylate), CO (MeOH), [OH-].[Na+] (NaOH). Solvent: O (water), O (water). Reaction conditions: time 2 hour. The product is C(=O)C=1C=NNC1C(=O)O (4-formyl-1H-pyrazole-5-carboxylic acid). Yield: 74.5%. RXN SMILES: [CH:1]([C:3]1[CH:4]=[N:5][NH:6][C:7]=1[C:8]([O:10]CC)=[O:9])=[O:2].CO.[OH-].[Na+].Cl>O>[CH:1]([C:3]1[CH:4]=[N:5][NH:6][C:7]=1[C:8]([OH:10])=[O:9])=[O:2] |f:2.3|. Procedure: To a suspension of ethyl 4-formyl-1H-pyrazole-5-carboxylate (SM2-B, 19 g, 115 mmol) in a solution of MeOH (76 ml) and water (130 mL) was added NaOH (14 g, 345 mmol) in water (130 mL) at 0° C. The reaction mixture was warmed to rt and stirred for 2 h. The solution was adjusted to pH of 1 with concentrated hydrochloride. The solid was collected, washed with water (50 mL), and dried in air to give the product (4-B) (12 g, 75%) as a light yellow solid. 1H NMR (300 MHz, DMSO): δ 8.45 (s, 1H), 10.29 (...